From a dataset of the Open Reaction Database (ORD), a public repository of structured organic reaction records. describe an organic reaction: reactants, conditions, products, and yield Reaction SMILES: [C:16]([CH3:17])([CH3:18])([CH3:19])[O:20][C:21]([CH:22]=[P:23]([c:24]1[cH:25][cH:26][cH:27][cH:28][cH:29]1)([c:30]1[cH:31][cH:32][cH:33][cH:34][cH:35]1)[c:36]1[cH:37][cH:38][cH:39][cH:40][cH:41]1)=[O:42].[CH2:1]([CH3:2])[O:3][C:4]([CH2:5][S:6][c:7]1[cH:8][cH:9][c:10]([CH:13]=[O:14])[cH:11][cH:12]1)=[O:15].[Cl:43][CH2:44][Cl:45]>>[CH2:1]([CH3:2])[O:3][C:4]([CH2:5][S:6][c:7]1[cH:8][cH:9][c:10]([CH:13]=[CH:22][C:21]([O:20][C:16]([CH3:17])([CH3:18])[CH3:19])=[O:42])[cH:11][cH:12]1)=[O:15]. Reactants: CC(C)(C)OC(=O)C=P(c1ccccc1)(c1ccccc1)c1ccccc1, CCOC(=O)CSc1ccc(C=O)cc1, ClCCl. Product: CCOC(=O)CSc1ccc(C=CC(=O)OC(C)(C)C)cc1. The reactants are O1[C@H](CO)[C@H]1C1=CC(=CC=C1)C(=O)OC ((2R,3R)-2,3-epoxy-3-(3-methoxycarbonylphenyl)-propanol), C(Cl)Cl (methylene chloride). Run in CCCCCC.C(C)(=O)OCC (hexane ethyl acetate). Product: O1[C@H](C=O)[C@H]1C1=CC(=CC=C1)C(=O)OC ((2S,3R)-2,3-epoxy-3-(3-methoxycarbonylphenyl)-propanal). Reaction SMILES: [O:1]1[C@H:5]([C:6]2[CH:11]=[CH:10][CH:9]=[C:8]([C:12]([O:14][CH3:15])=[O:13])[CH:7]=2)[C@H:2]1[CH2:3][OH:4].C(Cl)Cl>CCCCCC.C(OCC)(=O)C>[O:1]1[C@H:5]([C:6]2[CH:11]=[CH:10][CH:9]=[C:8]([C:12]([O:14][CH3:15])=[O:13])[CH:7]=2)[C@H:2]1[CH:3]=[O:4] |f:2.3|. Procedure details: The title compound is prepared analogously to Example 5a) from (2R,3R)-2,3-epoxy-3-(3-methoxycarbonylphenyl)-propanol; light-yellow oil; IR (methylene chloride): 2950, 2820, 1725, 1610, 1590, 1430, 1290, 1255 cm-1 ; Rf =0.33 (hexane/ethyl acetate 3:2). Starting materials: O=C([O-])[O-], C1CCOC1, CNC, CC(=O)Nc1nc(CCl)cs1, [Na+], [Na+]. The product is CC(=O)Nc1nc(CN(C)C)cs1. Reaction SMILES: [C:12](=[O:13])([O-:14])[O-:15].[CH2:21]1[O:22][CH2:23][CH2:24][CH2:25]1.[CH3:18][NH:19][CH3:20].[Cl:1][CH2:2][c:3]1[n:4][c:5]([NH:8][C:9]([CH3:10])=[O:11])[s:6][cH:7]1.[Na+:16].[Na+:17]>>[CH2:2]([c:3]1[n:4][c:5]([NH:8][C:9]([CH3:10])=[O:11])[s:6][cH:7]1)[N:19]([CH3:18])[CH3:20]. Starting materials: C(C)(C)(C)OC(=O)C1=CC=C(OC2=C(C=C3C(CCOC3=C2)C(=O)OCC)Cl)C=C1 (Ethyl 7-(4-(tert-butoxycarbonyl)phenoxy)-6-chlorochroman-4-carboxylate), C(=O)(C(F)(F)F)O (TFA). Run in C(Cl)Cl (DCM). Conditions: time 1 hour. Product: ClC=1C=C2C(CCOC2=CC1OC1=CC=C(C(=O)O)C=C1)C(=O)OCC (4-(6-chloro-4-(ethoxycarbonyl)chroman-7-yloxy)benzoic acid). Yield: 97.0%. Reaction SMILES: C([O:5][C:6]([C:8]1[CH:30]=[CH:29][C:11]([O:12][C:13]2[CH:22]=[C:21]3[C:16]([CH:17]([C:23]([O:25][CH2:26][CH3:27])=[O:24])[CH2:18][CH2:19][O:20]3)=[CH:15][C:14]=2[Cl:28])=[CH:10][CH:9]=1)=[O:7])(C)(C)C.C(O)(C(F)(F)F)=O>C(Cl)Cl>[Cl:28][C:14]1[CH:15]=[C:16]2[C:21](=[CH:22][C:13]=1[O:12][C:11]1[CH:29]=[CH:30][C:8]([C:6]([OH:7])=[O:5])=[CH:9][CH:10]=1)[O:20][CH2:19][CH2:18][CH:17]2[C:23]([O:25][CH2:26][CH3:27])=[O:24]. Procedure: Ethyl 7-(4-(tert-butoxycarbonyl)phenoxy)-6-chlorochroman-4-carboxylate (8.62 g, 19.91 mmol) was diluted with DCM (40 mL) followed by portionwise addition of TFA (30 mL). After stirring for 1 hour, the reaction was concentrated and placed under vacuum over the weekend. The residue was taken up in DCM and washed with saturated bicarbonate and 1N HCl. The organic layer was separated, dried over magnesium sulfate, filtered and concentrated to provide the desired product (7.278 g, 19.32 mmol, 97.00% ... The reactants are C[SiH](C)OCC(C1C(=O)NC1CC(=O)C=P(c1ccccc1)(c1ccccc1)c1ccccc1)C(C)(C)C, C=CCOC(=O)N1CCCC1C=O, CCOC(C)=O, Cc1ccccc1. Yields the product C=CCOC(=O)N1CCCC1C=CC(=O)CC1NC(=O)C1C(CO[SiH](C)C)C(C)(C)C. RXN SMILES: [C:1]([CH3:2])([CH3:3])([CH3:4])[CH:5]([CH2:6][O:7][SiH:8]([CH3:9])[CH3:10])[CH:11]1[C:12](=[O:38])[NH:13][CH:14]1[CH2:15][C:16]([CH:17]=[P:18]([c:19]1[cH:20][cH:21][cH:22][cH:23][cH:24]1)([c:25]1[cH:26][cH:27][cH:28][cH:29][cH:30]1)[c:31]1[cH:32][cH:33][cH:34][cH:35][cH:36]1)=[O:37].[CH2:39]([CH:40]=[CH2:41])[O:42][C:43](=[O:44])[N:45]1[CH:46]([CH:50]=[O:51])[CH2:47][CH2:48][CH2:49]1.[CH3:52][CH2:53][O:54][C:55](=[O:56])[CH3:57].[CH3:58][c:59]1[cH:60][cH:61][cH:62][cH:63][cH:64]1>>[C:1]([CH3:2])([CH3:3])([CH3:4])[CH:5]([CH2:6][O:7][SiH:8]([CH3:9])[CH3:10])[CH:11]1[C:12](=[O:38])[NH:13][CH:14]1[CH2:15][C:16]([CH:17]=[CH:50][CH:46]1[N:45]([C:43]([O:42][CH2:39][CH:40]=[CH2:41])=[O:44])[CH2:49][CH2:48][CH2:47]1)=[O:37]. Starting materials: ClC=1SC(=CC1)CCl (2-chloro-5-(chloromethyl)thiophene), 5,6-dihydrospiro[benzo[1,2-b:5,4-b′]difuran-3,3′-indol]-2″(1′H)-one, BrCC1OCCCC1 (2-(bromomethyl)tetrahydro-2H-pyran), O=C1NC2=C(C=CC=C2C12COC=1C2=CC2=C(OCO2)C1)C#N (2′-oxo-1′,2′-dihydrospiro[furo[2,3-f][1,3]benzodioxole-7,3′-indole]-7′-carbonitrile). Yields the product ClC1=CC=C(S1)CN1C(C2(C3=CC=CC(=C13)C#N)COC=1C2=CC2=C(OCO2)C1)=O (1′-[(5-chloro-2-thienyl)methyl]-2′-oxo-1′,2′-dihydrospiro[furo[2,3-f][1,3]benzodioxole-7,3′-indole]-7′-carbonitrile). Reaction SMILES: [Cl:1][C:2]1[S:3][C:4]([CH2:7]Cl)=[CH:5][CH:6]=1.BrCC1CCCCO1.[O:17]=[C:18]1[C:26]2([C:30]3=[CH:31][C:32]4[O:36][CH2:35][O:34][C:33]=4[CH:37]=[C:29]3[O:28][CH2:27]2)[C:25]2[C:20](=[C:21]([C:38]#[N:39])[CH:22]=[CH:23][CH:24]=2)[NH:19]1>>[Cl:1][C:2]1[S:3][C:4]([CH2:7][N:19]2[C:20]3[C:25](=[CH:24][CH:23]=[CH:22][C:21]=3[C:38]#[N:39])[C:26]3([C:30]4=[CH:31][C:32]5[O:36][CH2:35][O:34][C:33]=5[CH:37]=[C:29]4[O:28][CH2:27]3)[C:18]2=[O:17])=[CH:5][CH:6]=1. Procedure details: Following the procedure as described in EXAMPLE 4 and making non-critical variations using 2-chloro-5-(chloromethyl)thiophene to replace 2-(bromomethyl)tetrahydro-2H-pyran, and 2′-oxo-1′,2′-dihydrospiro[furo[2,3-f][1,3]benzodioxole-7,3′-indole]-7′-carbonitrile to replace 5,6-dihydrospiro[benzo[1,2-b:5,4-b′]difuran-3,3′-indol]-2″(1′H)-one, 1′-[(5-chloro-2-thienyl)methyl]-2′-oxo-1′,2′-dihydrospiro[furo[2,3-f][1,3]benzodioxole-7,3′-indole]-7′-carbonitrile was obtained (78%) as a colorless solid: mp... Reactants: ClC(=O)OCC(C)C (isobutyl chioroformate), Cl.CNOC (N,O-dimethylhydroxylamine hydrochloride), C(C1=CC=CC=C1)OC(=O)N1CC(CCC1)C(=O)O (1-[(benzyloxy)carbonyl]-3-piperidinecarboxylic acid), CN1CCOCC1 (methylmorpholine), CN1CCOCC1 (methylmorpholine). Run in C1CCOC1 (THF), C1CCOC1 (THF), C1CCOC1 (THF). Run at time 20 minute. The product is CON(C(=O)C1CN(CCC1)C(=O)OCC1=CC=CC=C1)C (benzyl 3-{[methoxy(methyl)amino]carbonyl)-1-piperidinecarboxylate). RXN SMILES: [CH2:1]([O:8][C:9]([N:11]1[CH2:16][CH2:15][CH2:14][CH:13]([C:17]([OH:19])=O)[CH2:12]1)=[O:10])[C:2]1[CH:7]=[CH:6][CH:5]=[CH:4][CH:3]=1.CN1CCOCC1.ClC(OCC(C)C)=O.Cl.[CH3:36][NH:37][O:38][CH3:39]>C1COCC1>[CH3:39][O:38][N:37]([CH3:36])[C:17]([CH:13]1[CH2:14][CH2:15][CH2:16][N:11]([C:9]([O:8][CH2:1][C:2]2[CH:3]=[CH:4][CH:5]=[CH:6][CH:7]=2)=[O:10])[CH2:12]1)=[O:19] |f:3.4|. Procedure: To a cooled (−15° C. to −20° C.) and stirred solution of 1-[(benzyloxy)carbonyl]-3-piperidinecarboxylic acid (4.0 g, 15.2 mmol) in dry THF (50 mL) including methylmorpholine (2 mL) was added dropwise a solution of isobutyl chioroformate (2.28 g, 16.7 mmol) in THF (10 mL). After the mixture was stirred at the same temperature for 20 min, a solution of N,O-dimethylhydroxylamine hydrochloride (1.63 g, 16.7 mmol) in THF (20 mL) including methylmorpholine (2 mL) was added. The reaction mixture was al... The reactants are OCC1=C2C=CN(C2=C(C=C1CN1C(C2=CC=CC=C2C1=O)=O)C)S(=O)(=O)C1=CC=C(C)C=C1 (2-((4-(hydroxymethyl)-7-methyl-1-tosyl-1H-indol-5-yl)methyl)isoindoline-1,3-dione). Reagents/catalysts: O=[Mn]=O (MnO2). Solvent: C1(=CC=CC=C1)C (toluene). Conditions: temperature 80 celsius, time 11 hour. Yields the product O=C1N(C(C2=CC=CC=C12)=O)CC1=C(C=2C=CN(C2C(=C1)C)S(=O)(=O)C1=CC=C(C)C=C1)C=O (5-((1,3-Dioxoisoindolin-2-yl)methyl)-7-methyl-1-tosyl-1H-indole-4-carbaldehyde). Reaction SMILES: [OH:1][CH2:2][C:3]1[C:11]([CH2:12][N:13]2[C:21](=[O:22])[C:20]3[C:15](=[CH:16][CH:17]=[CH:18][CH:19]=3)[C:14]2=[O:23])=[CH:10][C:9]([CH3:24])=[C:8]2[C:4]=1[CH:5]=[CH:6][N:7]2[S:25]([C:28]1[CH:34]=[CH:33][C:31]([CH3:32])=[CH:30][CH:29]=1)(=[O:27])=[O:26]>C1(C)C=CC=CC=1.O=[Mn]=O>[O:23]=[C:14]1[C:15]2[C:20](=[CH:19][CH:18]=[CH:17][CH:16]=2)[C:21](=[O:22])[N:13]1[CH2:12][C:11]1[CH:10]=[C:9]([CH3:24])[C:8]2[N:7]([S:25]([C:28]3[CH:29]=[CH:30][C:31]([CH3:32])=[CH:33][CH:34]=3)(=[O:27])=[O:26])[CH:6]=[CH:5][C:4]=2[C:3]=1[CH:2]=[O:1]. Procedure details: A suspension of 2-((4-(hydroxymethyl)-7-methyl-1-tosyl-1H-indol-5-yl)methyl)isoindoline-1,3-dione (180 mg, 0.38 mmol) and MnO2 (165 mg, 1.9 mmol) in toluene (20 mL) was stirred at 80° C. for 11 h. The reaction mixture was cooled to room temperature. The reaction mixture was filtered off through Celite®. The Celite® cake was washed with CH2Cl2. The combined filtrate was concentrated to give the title compound, with no need of further purification. MS (ESI+) m/z 473.1 (M+H).